Dataset: the Open Reaction Database (ORD), a public repository of structured organic reaction records. Task: describe an organic reaction: reactants, conditions, products, and yield The reactants are N1(CCCC1)C(=O)CN1C([C@@H](N=C(C2=C1C=CC=C2)C2=CC=CC=C2)NC(=O)OC(C2=CC=CC=C2)C)=O (1,3-Dihydro-1-(pyrrolidinylcarbonyl)methyl-3(R){[(α-methyl)benzyloxy-carbonyl]-amino}-5-phenyl-2H-1,4-benzodiazepin-2-one), Br (hydrogen bromide). Solvent: C(Cl)Cl (methylene chloride). The product is Br.N1(CCCC1)C(=O)CN1C([C@@H](N=C(C2=C1C=CC=C2)C2=CC=CC=C2)N)=O (1,3-Dihydro-1-(pyrrolidinylcarbonyl)methyl-3(R)-amino-5-phenyl-2H-1,4-benzodiazepin-2-one hydrobromide). RXN SMILES: [N:1]1([C:6]([CH2:8][N:9]2[C:15]3[CH:16]=[CH:17][CH:18]=[CH:19][C:14]=3[C:13]([C:20]3[CH:25]=[CH:24][CH:23]=[CH:22][CH:21]=3)=[N:12][C@@H:11]([NH:26]C(OC(C)C3C=CC=CC=3)=O)[C:10]2=[O:38])=[O:7])[CH2:5][CH2:4][CH2:3][CH2:2]1.[BrH:39]>C(Cl)Cl>[BrH:39].[N:1]1([C:6]([CH2:8][N:9]2[C:15]3[CH:16]=[CH:17][CH:18]=[CH:19][C:14]=3[C:13]([C:20]3[CH:25]=[CH:24][CH:23]=[CH:22][CH:21]=3)=[N:12][C@@H:11]([NH2:26])[C:10]2=[O:38])=[O:7])[CH2:5][CH2:4][CH2:3][CH2:2]1 |f:3.4|. Procedure: 1,3-Dihydro-1-(pyrrolidinylcarbonyl)methyl-3(R){[(α-methyl)benzyloxy-carbonyl]-amino}-5-phenyl-2H-1,4-benzodiazepin-2-one (109 mg) was dissolved in 10 ml of dry methylene chloride. The solution was cooled to 0° C. and saturated with hydrogen bromide gas. After 30 minutes the solvent and excess hydrogen bromide were removed under reduced pressure to give 147 mg of the title compound as a pale yellow solid.